Dataset: the Open Reaction Database (ORD), a public repository of structured organic reaction records. Task: describe an organic reaction: reactants, conditions, products, and yield The reactants are [Cl-].C(CCCCCCC\C=C/CCCCCCCC)[NH2+]CC(O)(O)O (oleyltrihydroxyethylammonium chloride), C(C(O)C(O)C(=O)[O-])(=O)[O-].[Na+].[Na+] (sodium tartarate). The solvent is C(C(C)C)O (isobutyl alcohol). Conditions: time 7 hour. Product: C(C(O)C(O)C(=O)[O-])(=O)[O-].C(CCCCCCC\C=C/CCCCCCCC)[NH2+]CC(O)(O)O.C(CCCCCCC\C=C/CCCCCCCC)[NH2+]CC(O)(O)O (di(oleyltrihydroxyethylammonium) tartarate). The yield is 99.3%. RXN SMILES: [Cl-].[CH2:2]([NH2+:20][CH2:21][C:22]([OH:25])([OH:24])[OH:23])[CH2:3][CH2:4][CH2:5][CH2:6][CH2:7][CH2:8][CH2:9]/[CH:10]=[CH:11]\[CH2:12][CH2:13][CH2:14][CH2:15][CH2:16][CH2:17][CH2:18][CH3:19].[C:26]([O-:35])(=[O:34])[CH:27]([CH:29]([C:31]([O-:33])=[O:32])[OH:30])[OH:28].[Na+].[Na+]>C(O)C(C)C>[C:26]([O-:35])(=[O:34])[CH:27]([CH:29]([C:31]([O-:33])=[O:32])[OH:30])[OH:28].[CH2:2]([NH2+:20][CH2:21][C:22]([OH:25])([OH:23])[OH:24])[CH2:3][CH2:4][CH2:5][CH2:6][CH2:7][CH2:8][CH2:9]/[CH:10]=[CH:11]\[CH2:12][CH2:13][CH2:14][CH2:15][CH2:16][CH2:17][CH2:18][CH3:19].[CH2:2]([NH2+:20][CH2:21][C:22]([OH:25])([OH:23])[OH:24])[CH2:3][CH2:4][CH2:5][CH2:6][CH2:7][CH2:8][CH2:9]/[CH:10]=[CH:11]\[CH2:12][CH2:13][CH2:14][CH2:15][CH2:16][CH2:17][CH2:18][CH3:19] |f:0.1,2.3.4,6.7.8|. Procedure: A four-necked flask fitted with stirrer and condenser means was charged with 87.1 g of oleyltrihydroxyethylammonium chloride, 21 g of sodium tartarate and 200 g of isobutyl alcohol and the reaction was conducted at 80°-90° C. for 7 hours. The precipitate was then filtered off and the filtrate was concentrated under reduced pressure. The residue was dissolved in 200 g of acetone and the insolubles were filtered off. Finally, the filtrate was concentrated to give 90 g (theoretical yield 94.8 g) of...